From a dataset of the Open Reaction Database (ORD), a public repository of structured organic reaction records. describe an organic reaction: reactants, conditions, products, and yield Starting materials: [BH4-], C1CCOC1, CCOC(C)=O, CC(C)COC(=O)Cl, CC(C)n1cc(-c2nc(C(=O)O)c(N)nc2-c2ccccc2)ccc1=O, [Na+], O. The product is CC(C)n1cc(-c2nc(CO)c(N)nc2-c2ccccc2)ccc1=O. Reaction SMILES: [BH4-:35].[CH2:37]1[O:38][CH2:39][CH2:40][CH2:41]1.[CH3:43][CH2:44][O:45][C:46]([CH3:47])=[O:48].[Cl:27][C:28]([O:29][CH2:30][CH:31]([CH3:32])[CH3:33])=[O:34].[NH2:1][c:2]1[c:3]([C:24](=[O:25])[OH:26])[n:4][c:5](-[c:14]2[cH:15][n:16]([CH:21]([CH3:22])[CH3:23])[c:17](=[O:20])[cH:18][cH:19]2)[c:6](-[c:8]2[cH:9][cH:10][cH:11][cH:12][cH:13]2)[n:7]1.[Na+:36].[OH2:42]>>[NH2:1][c:2]1[c:3]([CH2:24][OH:25])[n:4][c:5](-[c:14]2[cH:15][n:16]([CH:21]([CH3:22])[CH3:23])[c:17](=[O:20])[cH:18][cH:19]2)[c:6](-[c:8]2[cH:9][cH:10][cH:11][cH:12][cH:13]2)[n:7]1. The reactants are [H-].[Al+3].[Li+].[H-].[H-].[H-] (lithium aluminum hydride), O1CCCC1 (tetrahydrofuran), O1CCCC1 (tetrahydrofuran), O1CCCC1 (tetrahydrofuran), CN(C(C(=O)C1=C(NC2=CC=CC=C12)C=1C(=NOC1C)C1=CC=CC=C1)=O)C (N,N-dimethyl-2-(5-methyl-3-phenyl-4-isoxazolyl)-3-indoleglyoxylamide). Run in O (water). Conditions: time 1 hour. The product is CC1=C(C(=NO1)C1=CC=CC=C1)C=1NC2=CC=CC=C2C1CCN(C)C (2-(5-methyl-3-phenyl-4-isoxazolyl)-3-(dimethylaminoethyl)-indole). Reaction SMILES: [H-].[Al+3].[Li+].[H-].[H-].[H-].O1CCCC1.[CH3:12][N:13]([CH3:39])[C:14](=O)[C:15]([C:17]1[C:25]2[C:20](=[CH:21][CH:22]=[CH:23][CH:24]=2)[NH:19][C:18]=1[C:26]1[C:27]([C:32]2[CH:37]=[CH:36][CH:35]=[CH:34][CH:33]=2)=[N:28][O:29][C:30]=1[CH3:31])=O>O>[CH3:31][C:30]1[O:29][N:28]=[C:27]([C:32]2[CH:37]=[CH:36][CH:35]=[CH:34][CH:33]=2)[C:26]=1[C:18]1[NH:19][C:20]2[C:25]([C:17]=1[CH2:15][CH2:14][N:13]([CH3:39])[CH3:12])=[CH:24][CH:23]=[CH:22][CH:21]=2 |f:0.1.2.3.4.5|. Procedure details: To a refluxing suspension of 22.8 g. (0.60 mole) of lithium aluminum hydride in 1100 ml. of tetrahydrofuran under nitrogen, there is added dropwise over approximately 1 to 11/2 hours a warm solution of 56 g. (0.15 mole) of N,N-dimethyl-2-(5-methyl-3-phenyl-4-isoxazolyl)-3-indoleglyoxylamide in 2250 ml. of tetrahydrofuran. The mixture is refluxed for 3 hours after addition is completed. The resulting suspension is cooled to -10° to +5° C. and a solution of 270 ml. of tetrahydrofuran and 90 ml. of...